Dataset: the Open Reaction Database (ORD), a public repository of structured organic reaction records. Task: describe an organic reaction: reactants, conditions, products, and yield Yields the product OC1=NC(=NC=C1C1=CC(=NO1)C1=CC=C(C(=O)O)C=C1)C1=NC=CC=C1 (4-(5-(4-Hydroxy-2-(pyridin-2-yl)pyrimidin-5-yl)isoxazol-3-yl)benzoic acid). Conditions: temperature 50 celsius, time 2 hour. Procedure details: To a mixture of compound 37-m (300 mg, crude) in MeOH (10 mL) was added a solution of 20% KOH (10 mL). The mixture was stirred at 50° C. for 2 h. The reaction mixture was filtered. The filtrate was concentrated and the aqueous solution was extracted with DCM, and acidified by concentrated HCl to adjust to about pH 2-3. The solid was filtered and washed with water to afford compound 37-1 (110 mg, 73% for two steps) as a yellow solid. 1H NMR (300 MHz, DMSO-d6) δ 8.827-8.821 (s, 1H), 8.722 (s, 1H),... Isolated yield 39.5%. Run in CO (MeOH). RXN SMILES: [OH:1][C:2]1[C:7]([C:8]2[O:12][N:11]=[C:10]([C:13]3[CH:23]=[CH:22][C:16]([C:17]([O:19]CC)=[O:18])=[CH:15][CH:14]=3)[CH:9]=2)=[CH:6][N:5]=[C:4]([C:24]2[CH:29]=[CH:28][CH:27]=[CH:26][N:25]=2)[N:3]=1.[OH-].[K+]>CO>[OH:1][C:2]1[C:7]([C:8]2[O:12][N:11]=[C:10]([C:13]3[CH:14]=[CH:15][C:16]([C:17]([OH:19])=[O:18])=[CH:22][CH:23]=3)[CH:9]=2)=[CH:6][N:5]=[C:4]([C:24]2[CH:29]=[CH:28][CH:27]=[CH:26][N:25]=2)[N:3]=1 |f:1.2|. Starting materials: OC1=NC(=NC=C1C1=CC(=NO1)C1=CC=C(C(=O)OCC)C=C1)C1=NC=CC=C1 (Ethyl 4-(5-(4-hydroxy-2-(pyridin-2-yl)pyrimidin-5-yl)isoxazol-3-yl)benzoate), [OH-].[K+] (KOH). The reactants are FC1=C2C=CC=NC2=CC(=C1)F (5,7-difluoro-quinoline), [Li+].CC(C)[N-]C(C)C (LDA), ClC=1C=CC=2N(N1)C(=CN2)C(C)=O (1-(6-chloro-imidazo[1,2-b]pyridazin-3-yl)ethanone). Run in C1CCOC1 (THF), C1CCOC1 (THF). Conditions: time 1 hour. The product is ClC=1C=CC=2N(N1)C(=CN2)C(C)(O)C=2C(=C1C=CC=NC1=CC2F)F ((rac)-1-(6-Chloro-imidazo[1,2-b]pyridazin-3-yl)-1-(5,7-difluoro-quinolin-6-yl)-ethanol). RXN SMILES: [F:1][C:2]1[CH:11]=[C:10]([F:12])[CH:9]=[C:8]2[C:3]=1[CH:4]=[CH:5][CH:6]=[N:7]2.[Li+].CC([N-]C(C)C)C.[Cl:21][C:22]1[CH:23]=[CH:24][C:25]2[N:26]([C:28]([C:31](=[O:33])[CH3:32])=[CH:29][N:30]=2)[N:27]=1>C1COCC1>[Cl:21][C:22]1[CH:23]=[CH:24][C:25]2[N:26]([C:28]([C:31]([C:11]3[C:2]([F:1])=[C:3]4[C:8](=[CH:9][C:10]=3[F:12])[N:7]=[CH:6][CH:5]=[CH:4]4)([OH:33])[CH3:32])=[CH:29][N:30]=2)[N:27]=1 |f:1.2|. Reported procedure: A solution of 5,7-difluoro-quinoline (CAS 34522-72-0, 18.57 g, 112 mmol) in dry THF (120 mL) was added dropwise to a freshly prepared solution of LDA (n-BuLi 77 mL and diisopropylamine 18.94 mL, 123 mmol, in 500 mL THF) at −78° C. The solution was stirred at this temperature for 1 h, and then the solution of 1-(6-chloro-imidazo[1,2-b]pyridazin-3-yl)ethanone (CAS 90734-71-7, 20.0 g, 102 mmol) in 400 mL THF was added dropwise at −70° C. After stirring additional 45 min at −70 to −30° C. the RM was... Reactants: [Ag+], CC(C)(C)c1cccc(C(C)(C)C)n1, OCCc1ccc(F)cc1, O=S(=O)([O-])C(F)(F)F, CCOC(=O)CI. Product: CCOC(=O)COCCc1ccc(F)cc1. Reaction SMILES: [Ag+:40].[C:18]([c:19]1[cH:20][cH:21][cH:22][c:23]([C:24]([CH3:25])([CH3:26])[CH3:27])[n:28]1)([CH3:29])([CH3:30])[CH3:31].[F:1][c:2]1[cH:3][cH:4][c:5]([CH2:8][CH2:9][OH:10])[cH:6][cH:7]1.[F:32][C:33]([F:34])([F:35])[S:36]([O-:37])(=[O:38])=[O:39].[I:11][CH2:12][C:13](=[O:14])[O:15][CH2:16][CH3:17]>>[F:1][c:2]1[cH:3][cH:4][c:5]([CH2:8][CH2:9][O:10][CH2:12][C:13](=[O:14])[O:15][CH2:16][CH3:17])[cH:6][cH:7]1. Reactants: O1C2C(OC3=C(C21)C=C(C=C3)S(=O)(=O)C)(C)C (3,4-dihydro-3,4-epoxy-6-mesyl-2,2-dimethyl-2H-1-benzopyran), [OH-].[NH4+] (ammonium hydroxide). The solvent is C(C)O (ethanol). Conditions: time 72 hour. The product is N[C@H]1[C@@H](C(OC2=C1C=C(C=C2)S(=O)(=O)C)(C)C)O (trans-4-amino-3,4-dihydro-3-hydroxy-6-mesyl-2,2-dimethyl-2H-1-benzopyran). Reaction SMILES: [O:1]1[CH:7]2[CH:2]1[C:3]([CH3:17])([CH3:16])[O:4][C:5]1[CH:11]=[CH:10][C:9]([S:12]([CH3:15])(=[O:14])=[O:13])=[CH:8][C:6]=12.[OH-].[NH4+:19]>C(O)C>[NH2:19][C@@H:7]1[C:6]2[CH:8]=[C:9]([S:12]([CH3:15])(=[O:14])=[O:13])[CH:10]=[CH:11][C:5]=2[O:4][C:3]([CH3:17])([CH3:16])[C@H:2]1[OH:1] |f:1.2|. Procedure: A mixture of 3,4-dihydro-3,4-epoxy-6-mesyl-2,2-dimethyl-2H-1-benzopyran (4.0 g), ammonium hydroxide (containing ca. 28% ammonia, 40 ml), and ethanol (20 ml) was stirred at room temperature for 72 hours. The reaction mixture was concentrated, added to diisopropyl ether, and pulverized to give trans-4-amino-3,4-dihydro-3-hydroxy-6-mesyl-2,2-dimethyl-2H-1-benzopyran (4.0 g). Starting materials: O=C([O-])O, CCOCC, CS(=O)(=O)Cl, ClC(Cl)Cl, [Na+], Nc1nn(CCN2CCCCC2)cc1-c1ccccc1. The product is CS(=O)(=O)Nc1nn(CCN2CCCCC2)cc1-c1ccccc1. RXN SMILES: [C:26](=[O:27])([O-:28])[OH:29].[CH2:31]([O:32][CH2:33][CH3:34])[CH3:35].[CH3:1][S:2]([Cl:3])(=[O:4])=[O:5].[CH:36]([Cl:37])([Cl:38])[Cl:39].[Na+:30].[c:6]1(-[c:12]2[c:13]([NH2:25])[n:14][n:15]([CH2:17][CH2:18][N:19]3[CH2:20][CH2:21][CH2:22][CH2:23][CH2:24]3)[cH:16]2)[cH:7][cH:8][cH:9][cH:10][cH:11]1>>[CH3:1][S:2](=[O:4])(=[O:5])[NH:25][c:13]1[c:12](-[c:6]2[cH:7][cH:8][cH:9][cH:10][cH:11]2)[cH:16][n:15]([CH2:17][CH2:18][N:19]2[CH2:20][CH2:21][CH2:22][CH2:23][CH2:24]2)[n:14]1. Reactants: O (water), C1(=CC=C(C=C1)S(=O)(=O)C[N+]#[C-])C (toluene-4-sulfonylmethylisocyanide), CI (methyl iodide), [OH-].[Na+] (sodium hydroxide). The solvent is ClCCl (dichloromethane). Reaction conditions: time 2 hour. Product: C1(=CC=C(C=C1)S(=O)(=O)C(C)[N+]#[C-])C (1-(Toluene-4-sulfonyl)ethylisocyanide). Isolated yield 99.5%. Reaction SMILES: [C:1]1([CH3:13])[CH:6]=[CH:5][C:4]([S:7]([CH2:10][N+:11]#[C-:12])(=[O:9])=[O:8])=[CH:3][CH:2]=1.[CH3:14]I.[OH-].[Na+].O>ClCCl>[C:1]1([CH3:13])[CH:2]=[CH:3][C:4]([S:7]([CH:10]([N+:11]#[C-:12])[CH3:14])(=[O:8])=[O:9])=[CH:5][CH:6]=1 |f:2.3|. Reported procedure: To a solution of toluene-4-sulfonylmethylisocyanide (15 g), methyl iodide (109 g) benzyl trimethyl ammonium chloride (3.5 g) in dichloromethane (300 mL) was added 5 mol/L aqueous sodium hydroxide solution (307 mL) under ice cooling, and this mixture was stirred at same temperature for 2 hours. To this reaction mixture was added water and this mixture was extracted with diethyl ether. This organic layer was washed with water and brine, and dried over anhydrous magnesium sulfate. The solvent was r... The reactants are CCOC(C)=O, CCN(CC)CC1CCCCCN1, CC(C)OC(C)C, O=C1Nc2cccnc2N(C(=O)CCl)c2ccccc21. Product: CCN(CC)CC1CCCCCN1CC(=O)N1c2ccccc2C(=O)Nc2cccnc21. As a reaction SMILES: [C:34]([O:35][CH2:36][CH3:37])(=[O:38])[CH3:39].[CH2:21]([CH3:22])[N:23]([CH2:24][CH3:25])[CH2:26][CH:27]1[NH:28][CH2:29][CH2:30][CH2:31][CH2:32][CH2:33]1.[CH:40]([O:41][CH:42]([CH3:43])[CH3:44])([CH3:45])[CH3:46].[Cl:1][CH2:2][C:3](=[O:4])[N:5]1[c:6]2[c:7]([cH:17][cH:18][cH:19][n:20]2)[NH:8][C:9](=[O:16])[c:10]2[c:11]1[cH:12][cH:13][cH:14][cH:15]2>>[CH2:2]([C:3](=[O:4])[N:5]1[c:6]2[c:7]([cH:17][cH:18][cH:19][n:20]2)[NH:8][C:9](=[O:16])[c:10]2[c:11]1[cH:12][cH:13][cH:14][cH:15]2)[N:28]1[CH:27]([CH2:26][N:23]([CH2:21][CH3:22])[CH2:24][CH3:25])[CH2:33][CH2:32][CH2:31][CH2:30][CH2:29]1. Reactants: CC1(C)CCCC(C)(C)N1O, CC#N, [O-][Cl+][O-], [Na+], [Na+], [Na+], [Na+], [Na+], [Na+], O, O=P([O-])([O-])[O-], O=S([O-])[O-], OCc1onc(-c2ccccc2)c1C(F)(F)F. Yields the product O=C(O)c1onc(-c2ccccc2)c1C(F)(F)F. Reaction SMILES: [CH3:18][C:19]1([CH3:28])[N:20]([O:21])[C:22]([CH3:23])([CH3:24])[CH2:25][CH2:26][CH2:27]1.[CH3:47][C:48]#[N:49].[Cl+:37]([O-:38])[O-:39].[Na+:34].[Na+:35].[Na+:36].[Na+:40].[Na+:45].[Na+:46].[OH2:50].[P:29](=[O:30])([O-:31])([O-:32])[O-:33].[S:41]([O-:42])([O-:43])=[O:44].[c:1]1(-[c:7]2[n:8][o:9][c:10]([CH2:16][OH:17])[c:11]2[C:12]([F:13])([F:14])[F:15])[cH:2][cH:3][cH:4][cH:5][cH:6]1>>[c:1]1(-[c:7]2[n:8][o:9][c:10]([C:16](=[O:17])[OH:30])[c:11]2[C:12]([F:13])([F:14])[F:15])[cH:2][cH:3][cH:4][cH:5][cH:6]1.